This data is from the Open Reaction Database (ORD), a public repository of structured organic reaction records. The task is: describe an organic reaction: reactants, conditions, products, and yield Reactants: [H-].[Al+3].[Li+].[H-].[H-].[H-] (lithium aluminum hydride), COC=1C=C(C#N)C=CC1F (3-methoxy-4-fluorobenzonitrile). The solvent is O1CCCC1 (tetrahydrofuran). Run at temperature 0 celsius, time 16 hour. Yields the product COC=1C=C(CN)C=CC1F (3-Methoxy-4-fluorobenzylamine). Yield: 86.6%. Reaction SMILES: [H-].[Al+3].[Li+].[H-].[H-].[H-].[CH3:7][O:8][C:9]1[CH:10]=[C:11]([CH:14]=[CH:15][C:16]=1[F:17])[C:12]#[N:13]>O1CCCC1>[CH3:7][O:8][C:9]1[CH:10]=[C:11]([CH:14]=[CH:15][C:16]=1[F:17])[CH2:12][NH2:13] |f:0.1.2.3.4.5|. Reported procedure: A flame dried 50 mL round bottom flask was charged with lithium aluminum hydride (0.63 g, 16.6 mmol) and to this was added tetrahydrofuran (25 mL). The solution was cooled to 0° C. and 3-methoxy-4-fluorobenzonitrile (1.0 g, 6.62 mmol) was added in one portion. The ice bath was removed after an hour and the resulting mixture was stirred for 16 h after which it was cooled to 0° C. and quenched by adding 0.63 mL water, 0.63 mL 15% NaOH and 1.89 mL water drop-wise and in succession. The mixture was ... The reactants are CSC1=C(C=CC(=C1)C(C)C)N(C1=NC(=CC(=N1)C)C)CC (N-(2-methylthio-4-(1-methylethyl)phenyl)-N-ethyl-4,6-dimethyl-2-pyrimidinamine), NaIO4, CO (MeOH). Run in O (water). Product: CS(=O)C1=C(C=CC(=C1)C(C)C)N(C1=NC(=CC(=N1)C)C)CC (N-(2-methylsulfinyl-4-(1-methylethyl)phenyl)-N-ethyl-4,6-dimethyl-2-pyrimidinamine). Yield: 70.0%. As a reaction SMILES: [CH3:1][S:2][C:3]1[CH:8]=[C:7]([CH:9]([CH3:11])[CH3:10])[CH:6]=[CH:5][C:4]=1[N:12]([CH2:21][CH3:22])[C:13]1[N:18]=[C:17]([CH3:19])[CH:16]=[C:15]([CH3:20])[N:14]=1.C[OH:24]>O>[CH3:1][S:2]([C:3]1[CH:8]=[C:7]([CH:9]([CH3:11])[CH3:10])[CH:6]=[CH:5][C:4]=1[N:12]([CH2:21][CH3:22])[C:13]1[N:18]=[C:17]([CH3:19])[CH:16]=[C:15]([CH3:20])[N:14]=1)=[O:24]. Reported procedure: The sulfide of Example 35, (300 mg, 0.95 mmoles), was reacted with 300 mg (1.41 mmoles) NaIO4 in 6 mL MeOH and 3 mL water at 25° C. for 24 h. The reaction mixture was partitioned between 100 mL EtOAc and 25 mL water and the EtOAc extract was washed with water, brine, dried and stripped in vacuo. The residue was purified by silica gel chromatography using 1:1 EtOAc/hexanes as eluent to give 220 mg product, (70% yield); mp 144-146° C. Elemental analysis for C18H25N3O5: Theory C, 65.22; H, 7.60; N,... Yields the product BrC1=C(CBr)C(=CC=C1)C (2-bromo-6-methylbenzylbromide). The reactants are BrC1=C(C(=CC=C1)C)C (3-bromo-o-xylene), BrN1C(CCC1=O)=O (N-bromo succinimid), C(C1=CC=CC=C1)(=O)OOC(C1=CC=CC=C1)=O (dibenzoylperoxid). As a reaction SMILES: [Br:1][C:2]1[CH:7]=[CH:6][CH:5]=[C:4]([CH3:8])[C:3]=1[CH3:9].[Br:10]N1C(=O)CCC1=O.C(OOC(=O)C1C=CC=CC=1)(=O)C1C=CC=CC=1>ClC(Cl)(Cl)Cl>[Br:1][C:2]1[CH:7]=[CH:6][CH:5]=[C:4]([CH3:8])[C:3]=1[CH2:9][Br:10]. Procedure details: A mixture of 3-bromo-o-xylene (15 g, 81 mmol), N-bromo succinimid (15.1 g, 85.1 mmol), dibenzoylperoxid (0.65 g) and tetrachloromethane (150 ml) was refluxed for 5 hours. After filtration the filtrate was washed with sodium hydrogensulfite and water. The organic layer was dried over sodium sulfate and evaporated in vacuo. Chromatography (SiO2) (petroleum ether:ethyl acetate, 100:4) gave a 16.8 g fraction of a mixture containing 45% of the title compound. This mixture was used without further pur... The solvent is ClC(Cl)(Cl)Cl (tetrachloromethane). Isolated yield 45.0%. Reactants: C(C)(=O)O[BH-](OC(C)=O)OC(C)=O.[Na+] (sodium triacetoxyborohydride), [Cl-].[NH4+] (ammonium chloride), BrC1=CC=2N(C=C1)N=C(C2/C=C/C=O)C2=CC=C(C=C2)OC ((E)-3-(5-bromo-2-(4-methoxyphenyl)pyrazolo[1,5-a]pyridin-3-yl)acrylaldehyde), N1CCCCC1 (piperidine). Solvent: ClCCCl (1,2-dichloroethane). Conditions: time 2.5 hour. Yields the product BrC1=CC=2N(C=C1)N=C(C2\C=C\CN2CCCCC2)C2=CC=C(C=C2)OC ((E)-5-Bromo-2-(4-methoxyphenyl)-3-(3-(piperidin-1-yl)prop-1-enyl)pyrazolo[1,5-a]pyridine), solid. Isolated yield 77.0%. RXN SMILES: [Br:1][C:2]1[CH:7]=[CH:6][N:5]2[N:8]=[C:9]([C:15]3[CH:20]=[CH:19][C:18]([O:21][CH3:22])=[CH:17][CH:16]=3)[C:10](/[CH:11]=[CH:12]/[CH:13]=O)=[C:4]2[CH:3]=1.[NH:23]1[CH2:28][CH2:27][CH2:26][CH2:25][CH2:24]1.C(O[BH-](OC(=O)C)OC(=O)C)(=O)C.[Na+].[Cl-].[NH4+]>ClCCCl>[Br:1][C:2]1[CH:7]=[CH:6][N:5]2[N:8]=[C:9]([C:15]3[CH:16]=[CH:17][C:18]([O:21][CH3:22])=[CH:19][CH:20]=3)[C:10](/[CH:11]=[CH:12]/[CH2:13][N:23]3[CH2:28][CH2:27][CH2:26][CH2:25][CH2:24]3)=[C:4]2[CH:3]=1 |f:2.3,4.5|. Procedure: To a mixture of (E)-3-(5-bromo-2-(4-methoxyphenyl)pyrazolo[1,5-a]pyridin-3-yl)acrylaldehyde (385 mg, 1.1 mmol) and piperidine (160 μL, 1.6 mmol) in 1,2-dichloroethane (5 mL) was added sodium triacetoxyborohydride (340 mg, 1.6 mmol). The mixture and stirred at r.t for 2.5 h and a saturated solution of ammonium chloride (10 mL) was added. The separated aqueous layer was then extracted with dichloromethane (3×25 mL). The combined organic layers were washed with brine, dried over anhydrous MgSO4, fi... Starting materials: C1=CCCCC1, C1CCOC1, Cc1ccc(C(=O)n2nc(Nc3cccc(OCc4ccccc4)c3)nc2N)cc1. The product is Cc1ccc(C(=O)n2nc(Nc3cccc(O)c3)nc2N)cc1. Reaction SMILES: [CH2:31]1[CH2:32][CH:33]=[CH:34][CH2:35][CH2:36]1.[CH2:37]1[O:38][CH2:39][CH2:40][CH2:41]1.[NH2:1][c:2]1[n:3][c:4]([NH:16][c:17]2[cH:18][c:19]([O:23][CH2:24][c:25]3[cH:26][cH:27][cH:28][cH:29][cH:30]3)[cH:20][cH:21][cH:22]2)[n:5][n:6]1[C:7](=[O:8])[c:9]1[cH:10][cH:11][c:12]([CH3:15])[cH:13][cH:14]1>>[NH2:1][c:2]1[n:3][c:4]([NH:16][c:17]2[cH:18][c:19]([OH:23])[cH:20][cH:21][cH:22]2)[n:5][n:6]1[C:7](=[O:8])[c:9]1[cH:10][cH:11][c:12]([CH3:15])[cH:13][cH:14]1. Reactants: CN(S(=O)(=O)Cl)C (Dimethylaminosulphonyl chloride), C(C=1C(O)=CC=CC1)(=O)OC (methyl salicylate), C([O-])([O-])=O.[K+].[K+] (potassium carbonate). Reagents/catalysts: COCCOCCN(CCOCCOC)CCOCCOC (TDA-1). Run in C(C)#N (acetonitrile). Run at time 1 hour. Product: CN(S(=O)(=O)OC1=C(C(=O)OC)C=CC=C1)C (methyl 2-(dimethylaminosulphonyloxy)benzoate). Isolated yield 67.2%. RXN SMILES: [CH3:1][N:2]([CH3:7])[S:3](Cl)(=[O:5])=[O:4].[C:8]([O:17][CH3:18])(=[O:16])[C:9]1[C:10](=[CH:12][CH:13]=[CH:14][CH:15]=1)[OH:11].C(=O)([O-])[O-].[K+].[K+]>C(#N)C.COCCOCCN(CCOCCOC)CCOCCOC>[CH3:1][N:2]([CH3:7])[S:3]([O:11][C:10]1[CH:12]=[CH:13][CH:14]=[CH:15][C:9]=1[C:8]([O:17][CH3:18])=[O:16])(=[O:5])=[O:4] |f:2.3.4|. Procedure: Dimethylaminosulphonyl chloride (17.2 g)was added to a mixture of methyl salicylate (15.2 g) and potassium carbonate (27.6 g) in acetonitrile. The mixture was stirred at room temperature for 1 hour. TDA-1 (2.0 g) was added and the mixture stirred at room temperature for 24 hours. The mixture was filtered and the filtrate was evaporated to dryness. The residue was dissolved in dichloromethane, washed with water, dried (MgSO4) and filtered. The filtrate was evaporated to dryness and the residue wa... The reactants are lithium aluminum tri-tertiary butoxy hydride, O=C1C2=C(C=CC3=C1C=CC(=C3)C(C(=O)Cl)C)C=CC=C2 (2-(5-oxo-5H-dibenzo[a,d]cyclohepten-2-yl)-propionyl chloride), N(C1=CC=CC=C1)C(C)NC1=CC=CC=C1 (dianilinoethane), C(C)(=O)O (acetic acid), O (water). Solvent: COCCOCCOC (diglyme), CO (methanol), COCCOCCOC (diglyme). Run at time 1 hour. Yields the product O=C1C2=C(C=CC3=C1C=CC(=C3)C(C=O)C)C=CC=C2 (2-(5-oxo-5H-dibenzo[a,d]cyclohepten-2-yl)propanal). As a reaction SMILES: [O:1]=[C:2]1[C:8]2[CH:9]=[CH:10][C:11]([CH:13]([CH3:17])[C:14](Cl)=[O:15])=[CH:12][C:7]=2[CH:6]=[CH:5][C:4]2[CH:18]=[CH:19][CH:20]=[CH:21][C:3]1=2.O.N(C(NC1C=CC=CC=1)C)C1C=CC=CC=1.C(O)(=O)C>COCCOCCOC.CO>[O:1]=[C:2]1[C:8]2[CH:9]=[CH:10][C:11]([CH:13]([CH3:17])[CH:14]=[O:15])=[CH:12][C:7]=2[CH:6]=[CH:5][C:4]2[CH:18]=[CH:19][CH:20]=[CH:21][C:3]1=2. Reported procedure: 0.25 G. of 2-(5-oxo-5H-dibenzo[a,d]cyclohepten-2-yl)-propionyl chloride (as prepared in Preparation 10 above) is dissolved in 4 ml. of diglyme and the solution cooled to -78°C. 3.5 Ml. of 0.045 molar lithium aluminum tri-tertiary butoxy hydride in diglyme is added, in 0.5 ml. portions over the course of 1 hour, to this solution. The mixture is warmed to room temperature and poured into water and extracted with ether. The extract is washed, dried and evaporated to give a crude product to which is...